From a dataset of the Open Reaction Database (ORD), a public repository of structured organic reaction records. describe an organic reaction: reactants, conditions, products, and yield The reactants are [Cl-], Cl, Cl, O=C(C=Cc1cccnc1)NCCCCC1CCNCC1, O=C(O)N(c1ccccc1)c1ccccc1. The product is O=C(C=Cc1cccnc1)NCCCCC1CCN(C(=O)N(c2ccccc2)c2ccccc2)CC1. Reaction SMILES: [Cl-:24].[ClH:1].[ClH:2].[NH:3]1[CH2:4][CH2:5][CH:6]([CH2:9][CH2:10][CH2:11][CH2:12][NH:13][C:14]([CH:15]=[CH:16][c:17]2[cH:18][n:19][cH:20][cH:21][cH:22]2)=[O:23])[CH2:7][CH2:8]1.[c:25]1([N:31]([C:32]([OH:33])=[O:34])[c:35]2[cH:36][cH:37][cH:38][cH:39][cH:40]2)[cH:26][cH:27][cH:28][cH:29][cH:30]1>>[N:3]1([C:32]([N:31]([c:25]2[cH:26][cH:27][cH:28][cH:29][cH:30]2)[c:35]2[cH:36][cH:37][cH:38][cH:39][cH:40]2)=[O:33])[CH2:4][CH2:5][CH:6]([CH2:9][CH2:10][CH2:11][CH2:12][NH:13][C:14]([CH:15]=[CH:16][c:17]2[cH:18][n:19][cH:20][cH:21][cH:22]2)=[O:23])[CH2:7][CH2:8]1. Starting materials: FC(S(=O)(=O)C1=CCOC2=CC=CC=C12)(F)F (4-[(trifluoromethyl)sulfonyl]-2H-chromene), 34a, 4-(methoxy carbonylphenyl) boronic acid, [Cl-].[Li+] (lithium chloride), C([O-])([O-])=O.[K+].[K+] (potassium carbonate), C1(=CC=CC=C1)C (toluene), C(C)O (ethanol). Reagents/catalysts: C=1C=CC(=CC1)[P](C=2C=CC=CC2)(C=3C=CC=CC3)[Pd]([P](C=4C=CC=CC4)(C=5C=CC=CC5)C=6C=CC=CC6)([P](C=7C=CC=CC7)(C=8C=CC=CC8)C=9C=CC=CC9)[P](C=1C=CC=CC1)(C=1C=CC=CC1)C=1C=CC=CC1 (tetrakis(triphenylphosphine)palladium(0)). The product is O1CC=C(C2=CC=CC=C12)C1=CC=C(C(=O)OC)C=C1 (methyl 4-(2H-chromen-4-yl)benzoate). The yield is 99.0%. Reaction SMILES: FC(F)(F)S([C:6]1[C:15]2[C:10](=[CH:11][CH:12]=[CH:13][CH:14]=2)[O:9][CH2:8][CH:7]=1)(=O)=O.[C:18]1([CH3:24])[CH:23]=[CH:22][CH:21]=[CH:20][CH:19]=1.[Cl-].[Li+].[C:27](=O)([O-])[O-:28].[K+].[K+].C([OH:35])C>C1C=CC([P]([Pd]([P](C2C=CC=CC=2)(C2C=CC=CC=2)C2C=CC=CC=2)([P](C2C=CC=CC=2)(C2C=CC=CC=2)C2C=CC=CC=2)[P](C2C=CC=CC=2)(C2C=CC=CC=2)C2C=CC=CC=2)(C2C=CC=CC=2)C2C=CC=CC=2)=CC=1>[O:9]1[C:10]2[C:15](=[CH:14][CH:13]=[CH:12][CH:11]=2)[C:6]([C:21]2[CH:22]=[CH:23][C:18]([C:24]([O:28][CH3:27])=[O:35])=[CH:19][CH:20]=2)=[CH:7][CH2:8]1 |f:2.3,4.5.6,^1:39,41,60,79|. Reported procedure: 4-[(trifluoromethyl)sulfonyl]-2H-chromene from reaction 34a (1.78 g, 6.47 mmol) and 4-(methoxy carbonylphenyl) boronic acid (1.0 g, 5.6 mmol) were dissolved in ethanol (15 mL) and toluene (30 mL) under nitrogen at room temperature. Then lithium chloride (0.52 g, 12.35 mmol) and 2.65 M potassium carbonate (4.2 mL, 11.0 mmol) were added. Nitrogen was bubbled through the reaction for 15 minutes before the tetrakis(triphenylphosphine)palladium(0) (0.35 g, 0.31 mmol) was added. The reaction was heate... The reactants are O=C1C(=NO)C2CCC(C2)C1Cc1ccccn1, CCO, Cl, [H][H]. Yields the product NC1C(=O)C(Cc2ccccn2)C2CCC1C2. RXN SMILES: [CH2:1]([c:2]1[n:3][cH:4][cH:5][cH:6][cH:7]1)[CH:8]1[CH:9]2[CH2:10][CH2:11][CH:12]([C:13](=[N:16][OH:17])[C:14]1=[O:15])[CH2:18]2.[CH3:22][CH2:23][OH:24].[ClH:19].[H:20][H:21]>>[CH2:1]([c:2]1[n:3][cH:4][cH:5][cH:6][cH:7]1)[CH:8]1[CH:9]2[CH2:10][CH2:11][CH:12]([CH:13]([NH2:16])[C:14]1=[O:15])[CH2:18]2. Starting materials: C=1(O)C(=CC(O)=CC1)C1=CC=CC=C1COCC1=CC=CC=C1C=1C(O)=CC=C(C1)O (hydroquinone monobenzyl ether), [OH-].[Na+] (NaOH), ClC(F)F (chlorodifluoromethane). Solvent: O1CCOCC1 (dioxane), O (water), O (water). Conditions: temperature 70 celsius. The product is C(C1=CC=CC=C1)OC1=CC=C(C=C1)OC(F)F (4-Benzyloxy-difluoromethoxy-benzene). Reaction SMILES: C1(C(C2[C:14]([CH2:15][O:16][CH2:17][C:18]3[C:23](C4C(=CC=C(O)C=4)O)=[CH:22][CH:21]=[CH:20][CH:19]=3)=[CH:13][CH:12]=[CH:11][CH:10]=2)=CC(=CC=1)O)O.[OH-:32].[Na+].Cl[CH:35]([F:37])[F:36]>O.O1CCOCC1>[CH2:17]([O:16][C:15]1[CH:10]=[CH:11][C:12]([O:32][CH:35]([F:37])[F:36])=[CH:13][CH:14]=1)[C:18]1[CH:19]=[CH:20][CH:21]=[CH:22][CH:23]=1 |f:1.2|. Reported procedure: A mixture of 40.0 g of hydroquinone monobenzyl ether, 40 g of NaOH, 200 ml of water and 300 ml of dioxane are heated to 70° C. with stirring. 35.5 g of chlorodifluoromethane are passed into the cooled mixture with vigorous stirring. The reaction mixture is poured into water, and the product is extracted with petroleum ether. The organic phase is dried over Na2SO4, evaporated, and the residue is chromatographed through a short silica gel column, using petroleum ether/ethyl acetate 8:2 as eluent. ...